This data is from the Open Reaction Database (ORD), a public repository of structured organic reaction records. The task is: describe an organic reaction: reactants, conditions, products, and yield Product: CCCN1CCC(O)N(c2nnc(C3CCCC3)s2)C1=O. As a reaction SMILES: [CH2:1]([CH2:2][CH3:3])[N:4]([C:5](=[O:6])[NH:7][c:8]1[s:9][c:10]([CH:13]2[CH2:14][CH2:15][CH2:16][CH2:17]2)[n:11][n:12]1)[CH2:18][CH2:19][CH:20]=[O:21].[ClH:22].[OH2:23]>>[CH2:1]([CH2:2][CH3:3])[N:4]1[C:5](=[O:6])[N:7]([c:8]2[s:9][c:10]([CH:13]3[CH2:14][CH2:15][CH2:16][CH2:17]3)[n:11][n:12]2)[CH:20]([OH:21])[CH2:19][CH2:18]1. Starting materials: CCCN(CCC=O)C(=O)Nc1nnc(C2CCCC2)s1, Cl, O. Starting materials: O (water), OC1=C(C(CC(C1)C1=C(C(=C(C=C1C)C)N)C)=O)C(CC)=O (3-hydroxy-5-(3-amino-2,4,6-trimethylphenyl)-2-propionylcyclohex-2-en-1-one), N1=CC=CC=C1 (pyridine), C(C)(=O)Cl (acetyl chloride). Solvent: ClCCl (dichloromethane). The product is OC1=C(C(CC(C1)C1=C(C(=C(C=C1C)C)NC(C)=O)C)=O)C(CC)=O (3-hydroxy-5-(3-acetamido-2,4,6-trimethylphenyl)-2-propionylcyclohex-2-en-1-one). The yield is 33.9%. Reaction SMILES: [OH:1][C:2]1[CH2:7][CH:6]([C:8]2[C:13]([CH3:14])=[CH:12][C:11]([CH3:15])=[C:10]([NH2:16])[C:9]=2[CH3:17])[CH2:5][C:4](=[O:18])[C:3]=1[C:19](=[O:22])[CH2:20][CH3:21].N1C=CC=CC=1.[C:29](Cl)(=[O:31])[CH3:30].O>ClCCl>[OH:18][C:4]1[CH2:5][CH:6]([C:8]2[C:13]([CH3:14])=[CH:12][C:11]([CH3:15])=[C:10]([NH:16][C:29](=[O:31])[CH3:30])[C:9]=2[CH3:17])[CH2:7][C:2](=[O:1])[C:3]=1[C:19](=[O:22])[CH2:20][CH3:21]. Procedure details: A solution of 3-hydroxy-5-(3-amino-2,4,6-trimethylphenyl)-2-propionylcyclohex-2-en-1-one (2.6 g; 8.6 mmole) and pyridine (0.7 g; 9 mmole) in dichloromethane (100 ml) was treated with acetyl chloride (0.69 g; 9 mmole) at 20° C. with stirring. After 1.5 hours the mixture was poured into water (100 ml) and shaken. The organic layer was separated and dried over anhydrous magnesium sulfate and the solvent was removed under reduced pressure using a rotary evaporator. The product was purified by chroma... Reactants: C#C[Mg+], C1CCOC1, [Cl-], O=Cc1cccnc1. The product is C#CC(O)c1cccnc1. As a reaction SMILES: [C:10](#[CH:11])[Mg+:12].[CH2:13]1[O:14][CH2:15][CH2:16][CH2:17]1.[Cl-:9].[n:1]1[cH:2][c:3]([CH:7]=[O:8])[cH:4][cH:5][cH:6]1>>[n:1]1[cH:2][c:3]([CH:7]([OH:8])[C:10]#[CH:11])[cH:4][cH:5][cH:6]1. Reactants: CCC(=O)NC=1SC=C(C1C(C1=C(C=CC=C1)Cl)=O)C (2-(N-methylacetylamino)-3-(o-chlorobenzoyl)-4-methylthiophene), [OH-].[K+] (potassium hydroxide). The solvent is C(C)O (ethanol), O (water). Conditions: temperature 95 celsius. Yields the product CNC=1SC=C(C1C(C1=C(C=CC=C1)Cl)=O)C (2-methylamino-3-(o-chlorobenzoyl)-4-methylthiophene). Reaction SMILES: CC[C:3]([NH:5][C:6]1[S:7][CH:8]=[C:9]([CH3:20])[C:10]=1[C:11](=[O:19])[C:12]1[CH:17]=[CH:16][CH:15]=[CH:14][C:13]=1[Cl:18])=O.[OH-].[K+]>C(O)C.O>[CH3:3][NH:5][C:6]1[S:7][CH:8]=[C:9]([CH3:20])[C:10]=1[C:11](=[O:19])[C:12]1[CH:17]=[CH:16][CH:15]=[CH:14][C:13]=1[Cl:18] |f:1.2|. Reported procedure: To a solution of 29.6 g of 2-(N-methylacetylamino)-3-(o-chlorobenzoyl)-4-methylthiophene in 592 ml of ethanol, is added 6.97 g of potassium hydroxide in 190 ml of water. The mixture is heated at 95°C for 1 hour, evaporated under reduced pressure to a residue. Water is added to the residue and extracted with chloroform. The chloroform extracts are washed with water, dried over sodium sulfate, then evaporated under reduced pressure to give an oil. The residual oil is chromatographed on silica gel,... The reactants are CN1CCCC1=O, O=[N+]([O-])c1ccc(F)cc1, [K+], [K+], NCCc1ccccn1, O=C([O-])[O-]. Yields the product O=[N+]([O-])c1ccc(NCCc2ccccn2)cc1. Reaction SMILES: [CH3:26][N:27]1[CH2:28][CH2:29][CH2:30][C:31]1=[O:32].[F:1][c:2]1[cH:3][cH:4][c:5]([N+:8](=[O:9])[O-:10])[cH:6][cH:7]1.[K+:20].[K+:21].[NH2:11][CH2:12][CH2:13][c:14]1[n:15][cH:16][cH:17][cH:18][cH:19]1.[O-:22][C:23]([O-:24])=[O:25]>>[c:2]1([NH:11][CH2:12][CH2:13][c:14]2[n:15][cH:16][cH:17][cH:18][cH:19]2)[cH:3][cH:4][c:5]([N+:8](=[O:9])[O-:10])[cH:6][cH:7]1.